Dataset: the Open Reaction Database (ORD), a public repository of structured organic reaction records. Task: describe an organic reaction: reactants, conditions, products, and yield Starting materials: ClC1=CC2=C(C(C3=C(CN2C)C=CC=N3)N3CCN(CC3)C(=NC#N)SC)C=C1 (Methyl 4-(8-chloro-6,11-dihydro-6-methyl-5H-pyrido[3,2-c][1]benzazepin-11-yl)-N-cyano-1-piperazinecarboximidothioate), NCC1=CC=NC=C1 (4-aminomethyl-pyridine), Ice water. Yields the product ClC1=CC2=C(C(C3=C(CN2C)C=CC=N3)N3CCN(CC3)C(NC#N)=NCC3=CC=NC=C3)C=C1 (4-(8-Chloro-6,11-dihydro-6-methyl-5H-pyrido[3,2-c][1]benzazepin-11-yl)-N-cyano-N'-(4-pyridinylmethyl)-1-piperazine-carboximidamide). Reaction SMILES: [Cl:1][C:2]1[CH:29]=[CH:28][C:5]2[CH:6]([N:16]3[CH2:21][CH2:20][N:19]([C:22](SC)=[N:23][C:24]#[N:25])[CH2:18][CH2:17]3)[C:7]3[N:15]=[CH:14][CH:13]=[CH:12][C:8]=3[CH2:9][N:10]([CH3:11])[C:4]=2[CH:3]=1.[NH2:30][CH2:31][C:32]1[CH:37]=[CH:36][N:35]=[CH:34][CH:33]=1>>[Cl:1][C:2]1[CH:29]=[CH:28][C:5]2[CH:6]([N:16]3[CH2:21][CH2:20][N:19]([C:22](=[N:30][CH2:31][C:32]4[CH:37]=[CH:36][N:35]=[CH:34][CH:33]=4)[NH:23][C:24]#[N:25])[CH2:18][CH2:17]3)[C:7]3[N:15]=[CH:14][CH:13]=[CH:12][C:8]=3[CH2:9][N:10]([CH3:11])[C:4]=2[CH:3]=1. Procedure: Methyl 4-(8-chloro-6,11-dihydro-6-methyl-5H-pyrido[3,2-c][1]benzazepin-11-yl)-N-cyano-1-piperazinecarboximidothioate (105 mg) and 4-aminomethyl-pyridine (0.45 ml) were heated at 80° C. in a sealed vial allowing escape of gases. Ice-water was then added, and the resulting tan solid was chromatographed on silica gel to afford the desired product, 107 mg; HRMS, FAB: calcd. 487.2125; found 487.2141. Starting materials: C1COCCN1, COC(=O)c1ccc2ccn(CCOc3ccccc3C=O)c2c1, ClCCCl. Product: COC(=O)c1ccc2ccn(CCOc3ccccc3CN3CCOCC3)c2c1. Reaction SMILES: [CH2:25]1[CH2:26][O:27][CH2:28][CH2:29][NH:30]1.[CH:1](=[O:2])[c:3]1[c:4]([O:5][CH2:6][CH2:7][n:8]2[cH:9][cH:10][c:11]3[cH:12][cH:13][c:14]([C:17](=[O:18])[O:19][CH3:20])[cH:15][c:16]23)[cH:21][cH:22][cH:23][cH:24]1.[Cl:31][CH2:32][CH2:33][Cl:34]>>[CH2:1]([c:3]1[c:4]([O:5][CH2:6][CH2:7][n:8]2[cH:9][cH:10][c:11]3[cH:12][cH:13][c:14]([C:17](=[O:18])[O:19][CH3:20])[cH:15][c:16]23)[cH:21][cH:22][cH:23][cH:24]1)[N:30]1[CH2:25][CH2:26][O:27][CH2:28][CH2:29]1. Reactants: OC=1C=[N+](C=C(C1CC(C(=O)OC(C)(C)C)NC(=O)OCC1=CC=CC=C1)CCC(C(=O)OCCCC)NC(=O)OCC1=CC=CC=C1)CCCCC(C(=O)OC(C)(C)C)NC(=O)OCC1=CC=CC=C1 (3-hydroxy-1-(5-benzoxycarbonylamino-5-t-butoxycarbonyl-pentyl)-4-(2-benzyloxycarbonylamino-2-t-butoxycarbonyl-ethyl)-5-(3-benzyloxycarbonylamino-3-butoxycarbonylpropyl) pyridinium), Br (HBr). The product is C1=C(C(=C(C=[N+]1CCCC[C@H](C(=O)[O-])N)O)C[C@@H](C(=O)O)N)CC[C@@H](C(=O)O)N (deoxypyridinoline). RXN SMILES: [OH:1][C:2]1[CH:3]=[N+:4]([CH2:49][CH2:50][CH2:51][CH2:52][CH:53]([NH:61]C(OCC2C=CC=CC=2)=O)[C:54]([O:56]C(C)(C)C)=[O:55])[CH:5]=[C:6]([CH2:28][CH2:29][CH:30]([NH:38]C(OCC2C=CC=CC=2)=O)[C:31]([O:33]CCCC)=[O:32])[C:7]=1[CH2:8][CH:9]([NH:17]C(OCC1C=CC=CC=1)=O)[C:10]([O:12]C(C)(C)C)=[O:11].Br>>[CH:5]1[N+:4]([CH2:49][CH2:50][CH2:51][CH2:52][C@@H:53]([NH2:61])[C:54]([O-:56])=[O:55])=[CH:3][C:2]([OH:1])=[C:7]([CH2:8][C@H:9]([NH2:17])[C:10]([OH:12])=[O:11])[C:6]=1[CH2:28][CH2:29][C@H:30]([NH2:38])[C:31]([OH:33])=[O:32]. Procedure details: reacting the pyridinium salt prepared in step (c) with HBr in an appropriate solvent to provide deoxypyridinoline. Reactants: ClC=1N=C(C=2N=CN([C@H]3[C@H](O)[C@H](O)[C@@H](CO)O3)C2N1)N (2-chloroadenosine), NCCC1CCC(CC1)CCC(=O)OC(C)(C)C (t-butyl 3-[4-(2-aminoethyl)-cyclohexyl]-propionate). The product is C(C)(C)(C)OC(=O)CCC1CCC(CC1)CCNC=1N=C(C=2N=CN([C@H]3[C@H](O)[C@H](O)[C@@H](CO)O3)C2N1)N (2-{2-[4-(2-t-butyoxycarbonyl-ethyl)-cyclohexyl] -ethylamino}-adenosine). Reaction SMILES: Cl[C:2]1[N:3]=[C:4]([NH2:20])[C:5]2[N:6]=[CH:7][N:8]([C:18]=2[N:19]=1)[C@@H:9]1[O:17][C@H:14]([CH2:15][OH:16])[C@@H:12]([OH:13])[C@H:10]1[OH:11].[NH2:21][CH2:22][CH2:23][CH:24]1[CH2:29][CH2:28][CH:27]([CH2:30][CH2:31][C:32]([O:34][C:35]([CH3:38])([CH3:37])[CH3:36])=[O:33])[CH2:26][CH2:25]1>>[C:35]([O:34][C:32]([CH2:31][CH2:30][CH:27]1[CH2:26][CH2:25][CH:24]([CH2:23][CH2:22][NH:21][C:2]2[N:3]=[C:4]([NH2:20])[C:5]3[N:6]=[CH:7][N:8]([C:18]=3[N:19]=2)[C@@H:9]2[O:17][C@H:14]([CH2:15][OH:16])[C@@H:12]([OH:13])[C@H:10]2[OH:11])[CH2:29][CH2:28]1)=[O:33])([CH3:37])([CH3:38])[CH3:36]. Procedure details: The reaction of 2-chloroadenosine with t-butyl 3-[4-(2-aminoethyl)-cyclohexyl]-propionate according to the procedure described in Example 14 yields 2-{2-[4-(2-t-butyoxycarbonyl-ethyl)-cyclohexyl] -ethylamino}-adenosine, [alpha]D25 =-22.3° in methanol, m.p. 118°-122°. The reactants are [N+](=O)([O-])[O-].[Na+] (sodium nitrate), CN1CC(NC2=C(C1=O)C=CC=C2)=CC(=O)OCC (ethyl (1,3,4,5-tetrahydro-4-methyl-5-oxo-2H-1,4-benzodiazepin-2-ylidene)acetate), O (water). Solvent: C(C)(=O)O (acetic acid). Run at time 10 minute. Yields the product CN1CC(=NC2=C(C1=O)C=CC=C2)C(C(OCC)=NO)=O (ethyl 4,5-dihydro-4-methyl-5-oxo-3H-1,4-benzodiazepine-2-glyoxylate α-oxime). Reaction SMILES: [CH3:1][N:2]1[C:8](=[O:9])[C:7]2[CH:10]=[CH:11][CH:12]=[CH:13][C:6]=2[NH:5][C:4](=[CH:14][C:15]([O:17][CH2:18][CH3:19])=O)[CH2:3]1.[N+:20]([O-])([O-])=[O:21].[Na+].[OH2:25]>C(O)(=O)C>[CH3:1][N:2]1[C:8](=[O:9])[C:7]2[CH:10]=[CH:11][CH:12]=[CH:13][C:6]=2[N:5]=[C:4]([C:14](=[O:25])[C:15](=[N:20][OH:21])[O:17][CH2:18][CH3:19])[CH2:3]1 |f:1.2|. Reported procedure: 32.2 g (0.124 mol) of ethyl (1,3,4,5-tetrahydro-4-methyl-5-oxo-2H-1,4-benzodiazepin-2-ylidene)acetate are dissolved in 300 ml of acetic acid and treated at room temperature with 12.8 g (0.186 mol) of sodium nitrate. The mixture is stirred at room temperature for a further 10 minutes, then poured into 1 liter of water and extracted three times with 200 ml of chloroform each time. The combined chloroform phases are washed with 100 ml of water, dried over magnesium sulphate and evaporated. The resi... The reactants are [BH4-].[Na+] (sodium borohydride), C(C)(=O)O[C@H]1[C@@H]([C@H]2C[C@@H](O[C@H]2C1)CCCCC(=O)OC)\C=C\C(CCC#CC)=O ((1S,5R,6R,7R,3S)-7-acetoxy-6-[(E)-3-oxo-1-octen-6-ynyl]-3-(4-methoxycarbonyl-1-butyl)-2-oxabicyclo[3,3,0]octane), CO (methanol). Run in O1CCCC1 (tetrahydrofuran). Reaction conditions: time 1 hour. Product: C(C)(=O)O[C@H]1[C@@H]([C@H]2C[C@@H](O[C@H]2C1)CCCCC(=O)OC)\C=C\[C@H](CCC#CC)O ((1S,5R,6R,7R,3S)-7-Acetoxy-6-[(E)-(3S)-3-hydroxy-1-octen-6-ynyl]-3-(4-methoxycarbonyl-1-butyl)-2-oxabicyclo[3,3,0]octane). RXN SMILES: [BH4-].[Na+].[C:3]([O:6][C@@H:7]1[CH2:14][C@H:13]2[C@H:9]([CH2:10][C@H:11]([CH2:15][CH2:16][CH2:17][CH2:18][C:19]([O:21][CH3:22])=[O:20])[O:12]2)[C@H:8]1/[CH:23]=[CH:24]/[C:25](=[O:31])[CH2:26][CH2:27][C:28]#[C:29][CH3:30])(=[O:5])[CH3:4].CO>O1CCCC1>[C:3]([O:6][C@@H:7]1[CH2:14][C@H:13]2[C@H:9]([CH2:10][C@H:11]([CH2:15][CH2:16][CH2:17][CH2:18][C:19]([O:21][CH3:22])=[O:20])[O:12]2)[C@H:8]1/[CH:23]=[CH:24]/[C@@H:25]([OH:31])[CH2:26][CH2:27][C:28]#[C:29][CH3:30])(=[O:5])[CH3:4] |f:0.1|. Procedure: At -40°, 210 mg. of sodium borohydride is added in incremental portions to a solution of 390 mg. of (1S,5R,6R,7R,3S)-7-acetoxy-6-[(E)-3-oxo-1-octen-6-ynyl]-3-(4-methoxycarbonyl-1-butyl)-2-oxabicyclo[3,3,0]octane in 12 ml. of methanol and 5 ml. of tetrahydrofuran. The mixture is stirred for 1 hour at -40°, then combined with 0.5 ml. of glacial acetic acid, concentrated under vacuum, the residue mixed with methylene chloride, and the organic extract is shaken with 4% sodium bicarbonate solution an... Starting materials: C(CCCCCCCCCCCCCCCCCCCCC)(=O)O (behenic acid), O (water), [OH-].[Na+] (NaOH), aqueous solution, [N+](=O)([O-])[O-].[Ag+] (silver nitrate). Run in C(CCC)O (butanol). Reaction conditions: time 55 minute. The product is C(CCCCCCCCCCCCCCCCCCCCC)(=O)[O-].[Ag+] (silver behenate). Reaction SMILES: [C:1]([OH:24])(=[O:23])[CH2:2][CH2:3][CH2:4][CH2:5][CH2:6][CH2:7][CH2:8][CH2:9][CH2:10][CH2:11][CH2:12][CH2:13][CH2:14][CH2:15][CH2:16][CH2:17][CH2:18][CH2:19][CH2:20][CH2:21][CH3:22].O.[OH-].[Na+].[N+]([O-])([O-])=O.[Ag+:32]>C(O)CCC>[C:1]([O-:24])(=[O:23])[CH2:2][CH2:3][CH2:4][CH2:5][CH2:6][CH2:7][CH2:8][CH2:9][CH2:10][CH2:11][CH2:12][CH2:13][CH2:14][CH2:15][CH2:16][CH2:17][CH2:18][CH2:19][CH2:20][CH2:21][CH3:22].[Ag+:32] |f:2.3,4.5,7.8|. Reported procedure: While stirring 43.8 g of behenic acid (manufactured by Henkel Co., trade name: Edenor C22-85R), 730 ml of distilled water, and 60 ml of butanol at 79° C., 117 ml of 1 N NaOH aqueous solution was added thereto over 55 minutes and the mixture was allowed to reaction for 240 minutes. Then, 112.5 ml of an aqueous solution containing 19.2 g of silver nitrate was added thereto over 45 seconds and the solution was allowed to stand for 20 minutes, and then the temperature was lowered to 30° C. The solid... Starting materials: [BH4-].[Na+] (NaBH4), CC(=O)O.CO (AcOH MeOH), C[C@@H]1CC[C@H]2[C@H](C(=O)O[C@H]3[C@@]24[C@H]1CC[C@@](O3)(OO4)C)C (Artemisinin), C[C@@H]1CC[C@H]2[C@H](C(=O)O[C@H]3[C@@]24[C@H]1CC[C@@](O3)(OO4)C)C (Artemisinin), [BH4-].[Na+] (NaBH4). Solvent: CO (MeOH). Run at time 2 hour. The product is C[C@@H]1CC[C@H]2[C@H]([C@H](O[C@H]3[C@@]24[C@H]1CCC(O3)(OO4)C)O)C (Dihydroartemisinin). The yield is 74.2%. As a reaction SMILES: [CH3:1][C@H:2]1[C@@H:12]2[CH2:13][CH2:14][C@:15]3([CH3:19])[O:17][O:18][C@:11]42[C@H:5]([C@@H:6]([CH3:20])[C:7]([O:9][C@@H:10]4[O:16]3)=[O:8])[CH2:4][CH2:3]1.[BH4-].[Na+].CC(O)=O.CO>CO>[CH3:1][C@H:2]1[C@@H:12]2[CH2:13][CH2:14][C:15]3([CH3:19])[O:17][O:18][C@:11]42[C@H:5]([C@@H:6]([CH3:20])[C@@H:7]([OH:8])[O:9][C@@H:10]4[O:16]3)[CH2:4][CH2:3]1 |f:1.2,3.4|. Procedure details: Artemisinin (compound 3) (0.5 g, 1.8 mmole) in 40 mL of MeOH was cooled in an ice-bath to 0°-5° C. To the solution was added in small portions 0.25 g (6.6 mmole) of NaBH4 over a period of 30 minutes. The solution was stirred at 0°-5° C. for 2 hours after the addition of NaBH4 was complete. The solution was neutralized with 30% AcOH/MeOH and evaporated to dryness under reduced pressure. The white residue was extracted 3 times with 50 mL of EtOAc. The EtOAc extracts were combined, filtered, and ev... The reactants are N#CCC1COc2ccccc2O1, CCO, CCOCC, Cl. Yields the product CCOC(=N)CC1COc2ccccc2O1, Cl. As a reaction SMILES: [C:1](#[N:2])[CH2:3][CH:4]1[CH2:5][O:6][c:7]2[c:8]([cH:10][cH:11][cH:12][cH:13]2)[O:9]1.[CH3:14][CH2:15][OH:16].[CH3:18][CH2:19][O:20][CH2:21][CH3:22].[ClH:17]>>[C:1](=[NH:2])([CH2:3][CH:4]1[CH2:5][O:6][c:7]2[c:8]([cH:10][cH:11][cH:12][cH:13]2)[O:9]1)[O:16][CH2:15][CH3:14].[ClH:17].